This data is from the Open Reaction Database (ORD), a public repository of structured organic reaction records. The task is: describe an organic reaction: reactants, conditions, products, and yield Starting materials: C(C)(=O)N1CCNCC1 (1-acetylpiperazine), BrCCCCl (1-bromo-3-chloropropane), C([O-])([O-])=O.[K+].[K+] (potassium carbonate). The solvent is C(C)#N (acetonitrile). Product: C(C)(=O)N1CCN(CC1)OCCCCl (1-acetyl-4-(3-chloropropoxy)piperazine). Yield: 38.1%. RXN SMILES: [C:1]([N:4]1[CH2:9][CH2:8][NH:7][CH2:6][CH2:5]1)(=[O:3])[CH3:2].Br[CH2:11][CH2:12][CH2:13][Cl:14].C(=O)([O-])[O-:16].[K+].[K+]>C(#N)C>[C:1]([N:4]1[CH2:9][CH2:8][N:7]([O:16][CH2:11][CH2:12][CH2:13][Cl:14])[CH2:6][CH2:5]1)(=[O:3])[CH3:2] |f:2.3.4|. Reported procedure: A mixture of 1-acetylpiperazine (11.0 g, 7.8 mmol), 1-bromo-3-chloropropane (772 μl, 7.8 mmol) and potassium carbonate (2.7 g, 19.5 mmol) in acetonitrile (150 ml) was heated at reflux for 2 hours. The mixture was cooled, filtered and concentrated under reduced pressure. The residue was purified by column chromatography eluting with methylene chloride/methanol (98/2) to give 1-acetyl-4-(3-chloropropoxy)piperazine (656 mg, 41%) as a colourless oil.